From a dataset of the Open Reaction Database (ORD), a public repository of structured organic reaction records. describe an organic reaction: reactants, conditions, products, and yield Starting materials: Nc1cnc(OCC(F)(F)F)c(Br)c1, OB(O)c1ccc(Cl)c(F)c1. Reaction SMILES: [Br:1][c:2]1[cH:3][c:4]([NH2:14])[cH:5][n:6][c:7]1[O:8][CH2:9][C:10]([F:11])([F:12])[F:13].[Cl:15][c:16]1[c:17]([F:25])[cH:18][c:19]([B:22]([OH:23])[OH:24])[cH:20][cH:21]1>>[c:2]1(-[c:19]2[cH:18][c:17]([F:25])[c:16]([Cl:15])[cH:21][cH:20]2)[cH:3][c:4]([NH2:14])[cH:5][n:6][c:7]1[O:8][CH2:9][C:10]([F:11])([F:12])[F:13]. The product is Nc1cnc(OCC(F)(F)F)c(-c2ccc(Cl)c(F)c2)c1. Starting materials: CSSC, Cc1ncsc1CCS, [H-], [Na+]. The product is CSSCCc1scnc1C. RXN SMILES: [CH3:10][S:11][S:12][CH3:13].[CH3:1][c:2]1[n:3][cH:4][s:5][c:6]1[CH2:7][CH2:8][SH:9].[H-:14].[Na+:15]>>[CH3:1][c:2]1[n:3][cH:4][s:5][c:6]1[CH2:7][CH2:8][S:9][S:11][CH3:10]. The reactants are CO, Oc1ccc2c(c1)CCCC(c1ccccc1)=C2c1ccc(OCCCCCCCl)cc1, [I-], [Na+], SCc1ccccn1. Yields the product Oc1ccc2c(c1)CCCC(c1ccccc1)=C2c1ccc(OCCCCCCSCc2ccccn2)cc1. Reaction SMILES: [CH3:43][OH:44].[Cl:9][CH2:10][CH2:11][CH2:12][CH2:13][CH2:14][CH2:15][O:16][c:17]1[cH:18][cH:19][c:20]([C:23]2=[C:24]([c:35]3[cH:36][cH:37][cH:38][cH:39][cH:40]3)[CH2:25][CH2:26][CH2:27][c:28]3[c:29]2[cH:30][cH:31][c:32]([OH:34])[cH:33]3)[cH:21][cH:22]1.[I-:42].[Na+:41].[SH:1][CH2:2][c:3]1[n:4][cH:5][cH:6][cH:7][cH:8]1>>[S:1]([CH2:2][c:3]1[n:4][cH:5][cH:6][cH:7][cH:8]1)[CH2:10][CH2:11][CH2:12][CH2:13][CH2:14][CH2:15][O:16][c:17]1[cH:18][cH:19][c:20]([C:23]2=[C:24]([c:35]3[cH:36][cH:37][cH:38][cH:39][cH:40]3)[CH2:25][CH2:26][CH2:27][c:28]3[c:29]2[cH:30][cH:31][c:32]([OH:34])[cH:33]3)[cH:21][cH:22]1. The reactants are CCOC(=O)CNc1c(Cl)cc(CCBr)cc1Cl, CN(C)C=O, CCN(C(C)C)C(C)C, CC(N)C(O)c1ccc(O)cc1. Product: CCOC(=O)CNc1c(Cl)cc(CCNC(C)C(O)c2ccc(O)cc2)cc1Cl. As a reaction SMILES: [Br:13][CH2:14][CH2:15][c:16]1[cH:17][c:18]([Cl:30])[c:19]([NH:23][CH2:24][C:25](=[O:26])[O:27][CH2:28][CH3:29])[c:20]([Cl:22])[cH:21]1.[CH3:40][N:41]([CH3:42])[CH:43]=[O:44].[CH:31]([N:32]([CH2:33][CH3:34])[CH:35]([CH3:36])[CH3:37])([CH3:38])[CH3:39].[NH2:1][CH:2]([CH:3]([OH:4])[c:5]1[cH:6][cH:7][c:8]([OH:11])[cH:9][cH:10]1)[CH3:12]>>[NH:1]([CH:2]([CH:3]([OH:4])[c:5]1[cH:6][cH:7][c:8]([OH:11])[cH:9][cH:10]1)[CH3:12])[CH2:14][CH2:15][c:16]1[cH:17][c:18]([Cl:30])[c:19]([NH:23][CH2:24][C:25](=[O:26])[O:27][CH2:28][CH3:29])[c:20]([Cl:22])[cH:21]1. The reactants are N(C1=CC=CC=C1)C(C(CNC(=O)NC)C1=CC=C(C(=O)NC2=C(C=CC(=C2)C2=CSC=C2)NC(OC(C)(C)C)=O)C=C1)=O (tert-butyl [2-({4-[2-anilino-1-({[(methylamino)-carbonyl]-amino}methyl)-2-oxoethyl]benzoyl}amino)-4-(3-thienyl)phenyl]carbamate), FC(C(=O)O)(F)F (trifluoroacetic acid), C(=O)(O)[O-].[Na+] (NaHCO3). The solvent is CCOC(=O)C (EtOAc), C(Cl)Cl (CH2Cl2). Run at time 3 hour. Yields the product NC1=C(C=C(C=C1)C1=CSC=C1)NC(C1=CC=C(C=C1)C(C(=O)NC1=CC=CC=C1)CNC(=O)NC)=O (N-[2-amino-5-(3-thienyl)-phenyl]-4-[2-anilino-1-({[(methylamino)carbonyl]amino}methyl)-2-oxoethyl]benzamide). RXN SMILES: [NH:1]([C:8](=[O:44])[CH:9]([C:16]1[CH:43]=[CH:42][C:19]([C:20]([NH:22][C:23]2[CH:28]=[C:27]([C:29]3[CH:33]=[CH:32][S:31][CH:30]=3)[CH:26]=[CH:25][C:24]=2[NH:34]C(=O)OC(C)(C)C)=[O:21])=[CH:18][CH:17]=1)[CH2:10][NH:11][C:12]([NH:14][CH3:15])=[O:13])[C:2]1[CH:7]=[CH:6][CH:5]=[CH:4][CH:3]=1.FC(F)(F)C(O)=O.C([O-])(O)=O.[Na+]>C(Cl)Cl.CCOC(C)=O>[NH2:34][C:24]1[CH:25]=[CH:26][C:27]([C:29]2[CH:33]=[CH:32][S:31][CH:30]=2)=[CH:28][C:23]=1[NH:22][C:20](=[O:21])[C:19]1[CH:18]=[CH:17][C:16]([CH:9]([CH2:10][NH:11][C:12]([NH:14][CH3:15])=[O:13])[C:8]([NH:1][C:2]2[CH:7]=[CH:6][CH:5]=[CH:4][CH:3]=2)=[O:44])=[CH:43][CH:42]=1 |f:2.3|. Procedure details: To a solution of tert-butyl [2-({4-[2-anilino-1-({[(methylamino)-carbonyl]-amino}methyl)-2-oxoethyl]benzoyl}amino)-4-(3-thienyl)phenyl]carbamate (49 mg, 0.08 mmol) in CH2Cl2 (4 mL) was added trifluoroacetic acid (1 mL), and the reaction was stirred at room temperature for 3 h. Concentration yielded a yellow residue that was dissolved in EtOAc, neutralized with sat. NaHCO3, washed with brine, dried (MgSO4), and evaporated to give N-[2-amino-5-(3-thienyl)-phenyl]-4-[2-anilino-1-({[(methylamino)car...